From a dataset of the Open Reaction Database (ORD), a public repository of structured organic reaction records. describe an organic reaction: reactants, conditions, products, and yield Reactants: CCCCCNC(=O)C(Cc1cccc(CN2CC(=O)N(Cc3ccc(OC)cc3)S2(=O)=O)c1)NC(=O)C(Cc1ccccc1)NC(C)=O, C[SiH](C)C(C)(C)C, O=C(O)C(F)(F)F. Product: CCCCCNC(=O)C(Cc1cccc(CN2CC(=O)NS2(=O)=O)c1)NC(=O)C(Cc1ccccc1)NC(C)=O. As a reaction SMILES: [C:1]([CH3:2])(=[O:3])[NH:4][CH:5]([C:6](=[O:7])[NH:8][CH:9]([C:10](=[O:11])[NH:12][CH2:13][CH2:14][CH2:15][CH2:16][CH3:17])[CH2:18][c:19]1[cH:20][c:21]([CH2:25][N:26]2[S:27](=[O:41])(=[O:42])[N:28]([CH2:32][c:33]3[cH:34][cH:35][c:36]([O:37][CH3:38])[cH:39][cH:40]3)[C:29](=[O:31])[CH2:30]2)[cH:22][cH:23][cH:24]1)[CH2:43][c:44]1[cH:45][cH:46][cH:47][cH:48][cH:49]1.[C:50]([SiH:51]([CH3:52])[CH3:53])([CH3:54])([CH3:55])[CH3:56].[F:57][C:58]([F:59])([F:60])[C:61]([OH:62])=[O:63]>>[C:1]([CH3:2])(=[O:3])[NH:4][CH:5]([C:6](=[O:7])[NH:8][CH:9]([C:10](=[O:11])[NH:12][CH2:13][CH2:14][CH2:15][CH2:16][CH3:17])[CH2:18][c:19]1[cH:20][c:21]([CH2:25][N:26]2[S:27](=[O:41])(=[O:42])[NH:28][C:29](=[O:31])[CH2:30]2)[cH:22][cH:23][cH:24]1)[CH2:43][c:44]1[cH:45][cH:46][cH:47][cH:48][cH:49]1. Starting materials: C(CCC)C1=NC2=C(N1CC1=CC=C(C=C1)C=1C(=CC=CC1)C(=O)OC(C)(C)C)C=C(C(=C2)C)C (tert.butyl 4'-[(2-n-butyl-5,6-dimethyl-benzimidazol-1-yl)-methyl]biphenyl-2-carboxylate), FC(C(=O)O)(F)F (trifluoroacetic acid). Run in C(Cl)Cl (methylene chloride). The product is C(CCC)C1=NC2=C(N1CC1=CC=C(C=C1)C=1C(=CC=CC1)C(=O)O)C=C(C(=C2)C)C (4'-[(2-n-Butyl-5,6-dimethyl-benzimidazol-1-yl)-methyl]biphenyl-2-carboxylic acid). RXN SMILES: [CH2:1]([C:5]1[N:9]([CH2:10][C:11]2[CH:16]=[CH:15][C:14]([C:17]3[C:18]([C:23]([O:25]C(C)(C)C)=[O:24])=[CH:19][CH:20]=[CH:21][CH:22]=3)=[CH:13][CH:12]=2)[C:8]2[CH:30]=[C:31]([CH3:35])[C:32]([CH3:34])=[CH:33][C:7]=2[N:6]=1)[CH2:2][CH2:3][CH3:4].FC(F)(F)C(O)=O>C(Cl)Cl>[CH2:1]([C:5]1[N:9]([CH2:10][C:11]2[CH:12]=[CH:13][C:14]([C:17]3[C:18]([C:23]([OH:25])=[O:24])=[CH:19][CH:20]=[CH:21][CH:22]=3)=[CH:15][CH:16]=2)[C:8]2[CH:30]=[C:31]([CH3:35])[C:32]([CH3:34])=[CH:33][C:7]=2[N:6]=1)[CH2:2][CH2:3][CH3:4]. Reported procedure: Prepared in analogous manner to Example 9 from tert.butyl 4'-[(2-n-butyl-5,6-dimethyl-benzimidazol-1-yl)-methyl]biphenyl-2-carboxylate and trifluoroacetic acid in methylene chloride. Reactants: BrC=1N=C(N(C1)C(C1=CC=CC=C1)(C1=CC=CC=C1)C1=CC=CC=C1)C(C1=C(C(=CC(=C1)CC)OC)F)Cl (4-bromo-2-(chloro(5-ethyl-2-fluoro-3-methoxyphenyl)methyl)-1-trityl-1H-imidazole), BrC=1N=C(N(C1)C(C1=CC=CC=C1)(C1=CC=CC=C1)C1=CC=CC=C1)C(C1=C(C(=CC(=C1)CC)OC)F)NC=1C=C2C=CN=C(C2=CC1)N(C(=O)OC(C)(C)C)C(=O)OC(C)(C)C (di-tert-butyl (6-{[(4-bromo-1-trityl-1H-imidazol-2-yl)(5-ethyl-2-fluoro-3-methoxyphenyl)methyl]amino}isoquinolin-1-yl)imidodicarbonate), BrC=1N=C(N(C1)C(C1=CC=CC=C1)(C1=CC=CC=C1)C1=CC=CC=C1)C(C=1C(=C(C=C(C1)CC)N1C(CCC1)=O)F)O (1-(3-((4-bromo-1-trityl-1H-imidazol-2-yl)(hydroxy)methyl)-5-ethyl-2-fluorophenyl)pyrrolidin-2-one), NC=1C=C2C=CN=C(C2=CC1)N(C(=O)OC(C)(C)C)C(=O)OC(C)(C)C (di-tert-butyl (6-aminoisoquinolin-1-yl)imidodicarbonate). Product: EtOAc hexanes, BrC=1N=C(N(C1)C(C1=CC=CC=C1)(C1=CC=CC=C1)C1=CC=CC=C1)C(C1=C(C(=CC(=C1)CC)N1C(CCC1)=O)F)NC=1C=C2C=CN=C(C2=CC1)N(C(=O)OC(C)(C)C)C(=O)OC(C)(C)C (di-tert-butyl (6-{[(4-bromo-1-trityl-1H-imidazol-2-yl) (5-ethyl-2-fluoro-3-(2-oxopyrrolidin-1-yl)phenyl)methyl]amino}isoquinolin-1-yl)imidodicarbonate). Isolated yield 0.0%. Reaction SMILES: [Br:1][C:2]1[N:3]=[C:4]([CH:26]([NH:38][C:39]2[CH:40]=[C:41]3[C:46](=[CH:47][CH:48]=2)[C:45]([N:49]([C:57]([O:59][C:60]([CH3:63])([CH3:62])[CH3:61])=[O:58])[C:50]([O:52][C:53]([CH3:56])([CH3:55])[CH3:54])=[O:51])=[N:44][CH:43]=[CH:42]3)[C:27]2[CH:32]=[C:31]([CH2:33][CH3:34])[CH:30]=[C:29](OC)[C:28]=2[F:37])[N:5]([C:7]([C:20]2[CH:25]=[CH:24][CH:23]=[CH:22][CH:21]=2)([C:14]2[CH:19]=[CH:18][CH:17]=[CH:16][CH:15]=2)[C:8]2[CH:13]=[CH:12][CH:11]=[CH:10][CH:9]=2)[CH:6]=1.BrC1N=C(C(O)C2C(F)=C([N:98]3[CH2:102][CH2:101][CH2:100][C:99]3=[O:103])C=C(CC)C=2)N(C(C2C=CC=CC=2)(C2C=CC=CC=2)C2C=CC=CC=2)C=1.BrC1N=C(C(Cl)C2C=C(CC)C=C(OC)C=2F)N(C(C2C=CC=CC=2)(C2C=CC=CC=2)C2C=CC=CC=2)C=1.NC1C=C2C(=CC=1)C(N(C(OC(C)(C)C)=O)C(OC(C)(C)C)=O)=NC=C2>>[Br:1][C:2]1[N:3]=[C:4]([CH:26]([NH:38][C:39]2[CH:40]=[C:41]3[C:46](=[CH:47][CH:48]=2)[C:45]([N:49]([C:50]([O:52][C:53]([CH3:56])([CH3:55])[CH3:54])=[O:51])[C:57]([O:59][C:60]([CH3:62])([CH3:63])[CH3:61])=[O:58])=[N:44][CH:43]=[CH:42]3)[C:27]2[CH:32]=[C:31]([CH2:33][CH3:34])[CH:30]=[C:29]([N:98]3[CH2:102][CH2:101][CH2:100][C:99]3=[O:103])[C:28]=2[F:37])[N:5]([C:7]([C:8]2[CH:13]=[CH:12][CH:11]=[CH:10][CH:9]=2)([C:20]2[CH:21]=[CH:22][CH:23]=[CH:24][CH:25]=2)[C:14]2[CH:19]=[CH:18][CH:17]=[CH:16][CH:15]=2)[CH:6]=1. Procedure: According to the procedure for the preparation of Intermediate 206.4, Intermediate 398.3 (65 mg, 0.104 mmol) was converted to the chloro intermediate, then displaced with di-tert-butyl (6-aminoisoquinolin-1-yl)imidodicarbonate (rt for 14 h) to afford after flash chromatography (0 to 100% EtOAc/hexanes gradient) 53.3 mg of Intermediate 398.4 as a colorless solid. LCMS (2 min gradient) RT=2.14 min, 723.1 (M+(H−Tr)+H)+. The reactants are ClC=1N=C(C2=C(N1)N(C=C2C#N)COCC[Si](C)(C)C)OC2CC(C2)NC(OC(C)(C)C)=O (tert-butyl {3-[(2-chloro-5-cyano-7-{[2-(trimethylsilyl)ethoxy]methyl}-7H-pyrrolo[2,3-d]pyrimidin-4-yl)oxy]cyclobutyl}carbamate), CN1N=CC(=C1)N (1-methyl-1H-pyrazol-4-amine), C(=O)([O-])[O-].[Cs+].[Cs+] (Cs2CO3), CC1(C2=C(C(=CC=C2)P(C3=CC=CC=C3)C4=CC=CC=C4)OC5=C(C=CC=C51)P(C6=CC=CC=C6)C7=CC=CC=C7)C (Xantphos). The reagents and catalysts are C=1C=CC(=CC1)/C=C/C(=O)/C=C/C2=CC=CC=C2.C=1C=CC(=CC1)/C=C/C(=O)/C=C/C2=CC=CC=C2.C=1C=CC(=CC1)/C=C/C(=O)/C=C/C2=CC=CC=C2.[Pd].[Pd] (Pd2(dba)3). The solvent is O1CCOCC1 (1,4-dioxane). Reaction conditions: temperature 140 celsius. Product: C(#N)C1=CN(C=2N=C(N=C(C21)OC2CC(C2)NC(OC(C)(C)C)=O)NC=2C=NN(C2)C)COCC[Si](C)(C)C (tert-butyl {3-[(5-cyano-2-[(1-methyl-1H-pyrazol-4-yl)amino]-7-{[2-(trimethylsilyl)ethoxy]methyl}-7H-pyrrolo[2,3-d]pyrimidin-4-yl)oxy]cyclobutyl}carbamate). Yield: 86.5%. RXN SMILES: Cl[C:2]1[N:3]=[C:4]([O:21][CH:22]2[CH2:25][CH:24]([NH:26][C:27](=[O:33])[O:28][C:29]([CH3:32])([CH3:31])[CH3:30])[CH2:23]2)[C:5]2[C:10]([C:11]#[N:12])=[CH:9][N:8]([CH2:13][O:14][CH2:15][CH2:16][Si:17]([CH3:20])([CH3:19])[CH3:18])[C:6]=2[N:7]=1.[CH3:34][N:35]1[CH:39]=[C:38]([NH2:40])[CH:37]=[N:36]1.C([O-])([O-])=O.[Cs+].[Cs+].CC1(C)C2C(=C(P(C3C=CC=CC=3)C3C=CC=CC=3)C=CC=2)OC2C(P(C3C=CC=CC=3)C3C=CC=CC=3)=CC=CC1=2>C1C=CC(/C=C/C(/C=C/C2C=CC=CC=2)=O)=CC=1.C1C=CC(/C=C/C(/C=C/C2C=CC=CC=2)=O)=CC=1.C1C=CC(/C=C/C(/C=C/C2C=CC=CC=2)=O)=CC=1.[Pd].[Pd].O1CCOCC1>[C:11]([C:10]1[C:5]2[C:4]([O:21][CH:22]3[CH2:25][CH:24]([NH:26][C:27](=[O:33])[O:28][C:29]([CH3:32])([CH3:31])[CH3:30])[CH2:23]3)=[N:3][C:2]([NH:40][C:38]3[CH:37]=[N:36][N:35]([CH3:34])[CH:39]=3)=[N:7][C:6]=2[N:8]([CH2:13][O:14][CH2:15][CH2:16][Si:17]([CH3:20])([CH3:19])[CH3:18])[CH:9]=1)#[N:12] |f:2.3.4,6.7.8.9.10|. Procedure details: To a microwave reaction vial was added tert-butyl {3-[(2-chloro-5-cyano-7-{[2-(trimethylsilyl)ethoxy]methyl}-7H-pyrrolo[2,3-d]pyrimidin-4-yl)oxy]cyclobutyl}carbamate (508 mg, 1.0 mmol), 1-methyl-1H-pyrazol-4-amine (110 mg, 1.1 mmol), 1,4-dioxane (10 mL), Cs2CO3 (670 mg, 2.1 mmol, 2 mol eq), Xantphos (62 mg, 0.1 mmol) and Pd2(dba)3 (94 mg, 0.1 mmol). The reaction vial was flushed with nitrogen, capped, stirred and heated to 140° C. in a Biotage microwave reactor for 1 hr and 45 min. The reaction ... Reactants: CC=1C=C2C=CC(=CC2=CC1C)CCCC(=O)O (4-(6,7-Dimethyl-2-naphthyl)butanoic acid). The solvent is CS(=O)(=O)O (CH3SO3H). Conditions: temperature 90 celsius. The product is CC=1C=C2C=3C(CCCC3C=CC2=CC1C)=O (6,7-Dimethyl-4-oxo-1,2,3,4-tetrahydrophenanthrene), material. The yield is 84.6%. RXN SMILES: [CH3:1][C:2]1[CH:3]=[C:4]2[C:9](=[CH:10][C:11]=1[CH3:12])[CH:8]=[C:7]([CH2:13][CH2:14][CH2:15][C:16]([OH:18])=O)[CH:6]=[CH:5]2>CS(O)(=O)=O>[CH3:12][C:11]1[CH:10]=[C:9]2[C:4](=[CH:3][C:2]=1[CH3:1])[CH:5]=[CH:6][C:7]1[CH2:13][CH2:14][CH2:15][C:16](=[O:18])[C:8]2=1. Reported procedure: 4-(6,7-Dimethyl-2-naphthyl)butanoic acid (6.21 g, 0.026 mole) was added to 40 ml of CH3SO3H. The mixture was heated to 90° C. until all solid material disappeared (about 30 min.). The mixture was poured into ice and then extracted twice with ethylacetate. Combined ethylacetate solution was dried over anhydrous Na2SO4 and then concentrated. After flash chromatography on silica gel, 6,7-Dimethyl-4-oxo-1,2,3,4-tetrahydrophenanthrene was obtained as a pale yellow solid material (4.96 g, 0.022 mole, ... Reactants: c1cc2c(c(c(nc2Br)C(=O)NCc3ccc(cc3)F)O)nc1, C1CCNCC1. The reagents and catalysts are [O-]P(=O)([O-])[O-].[K+].[K+].[K+], [Cu]I, Cc1cccc(c1NC(=O)C(=O)O)C. The solvent is CS(=O)C, CS(=O)C. Reaction conditions: temperature 80 celsius, time 18 hour. The product is c1cc2c(c(c(nc2N3CCCCC3)C(=O)NCc4ccc(cc4)F)O)nc1. The yield is 0.0%. The reactants are CC=1C=C(C(=O)C2=CNC3=NC(=CC=C3C2=O)C)C=CC1C (3-(3,4-Dimethyl-benzoyl)-7-methyl-1H-[1,8]naphthyridin-4-one), [H-].[Na+] (sodium hydride), BrC1=NC(=CC=C1)CBr (2-bromo-6-bromomethyl-pyridine). Run in CN(C=O)C (N,N dimethylformamide). Product: BrC1=CC=CC(=N1)CN1C=C(C(C2=CC=C(N=C12)C)=O)C(C1=CC(=C(C=C1)C)C)=O (1-(6-Bromo-pyridin-2-ylmethyl)-3-(3,4-dimethyl-benzoyl)-7-methyl-1H-[1,8]naphthyridin-4-one). The yield is 18.7%. RXN SMILES: [CH3:1][C:2]1[CH:3]=[C:4]([CH:19]=[CH:20][C:21]=1[CH3:22])[C:5]([C:7]1[C:16](=[O:17])[C:15]2[C:10](=[N:11][C:12]([CH3:18])=[CH:13][CH:14]=2)[NH:9][CH:8]=1)=[O:6].[H-].[Na+].[Br:25][C:26]1[CH:31]=[CH:30][CH:29]=[C:28]([CH2:32]Br)[N:27]=1>CN(C)C=O>[Br:25][C:26]1[N:27]=[C:28]([CH2:32][N:9]2[C:10]3[C:15](=[CH:14][CH:13]=[C:12]([CH3:18])[N:11]=3)[C:16](=[O:17])[C:7]([C:5](=[O:6])[C:4]3[CH:19]=[CH:20][C:21]([CH3:22])=[C:2]([CH3:1])[CH:3]=3)=[CH:8]2)[CH:29]=[CH:30][CH:31]=1 |f:1.2|. Procedure details: Experimental conditions analogous to those described for Step 3 of Example 1 were used with 0.100 g (0.342 mmol) of 3-(3,4-Dimethyl-benzoyl)-7-methyl-1H-[1,8]naphthyridin-4-one, 16.4 mg (0.410 mmol, 60% dispersion in oil) of sodium hydride, 0.103 g (0.410 mmol) of 2-bromo-6-bromomethyl-pyridine and 3.5 mL of N,N dimethylformamide. The crude brown solid was purified on the reverse phase HPLC with a C18 column, gradient of 20-70% acetonitrile—0.1% TFA to yield 29.5 mg of 1-(6-Bromo-pyridin-2-ylmet... Starting materials: CCOCC, CC(C)Oc1cc(N=C=O)c(F)cc1Cl, CCOC(=O)C(C)=C(N)CC. Yields the product CCOC(=O)C(C)=C(CC)NC(=O)Nc1cc(OC(C)C)c(Cl)cc1F. Reaction SMILES: [CH3:27][CH2:28][O:29][CH2:30][CH3:31].[Cl:1][c:2]1[cH:3][c:4]([F:15])[c:5]([N:12]=[C:13]=[O:14])[cH:6][c:7]1[O:8][CH:9]([CH3:10])[CH3:11].[NH2:16][C:17](=[C:18]([C:19](=[O:20])[O:21][CH2:22][CH3:23])[CH3:24])[CH2:25][CH3:26]>>[Cl:1][c:2]1[cH:3][c:4]([F:15])[c:5]([NH:12][C:13](=[O:14])[NH:16][C:17](=[C:18]([C:19](=[O:20])[O:21][CH2:22][CH3:23])[CH3:24])[CH2:25][CH3:26])[cH:6][c:7]1[O:8][CH:9]([CH3:10])[CH3:11]. Starting materials: COC1=CC=C(OC=2C=NC3=CC=CC=C3C2)C=C1 (3-(4-methoxyphenoxy)quinoline), Br (hydrobromic acid). Run in C(C)(=O)O (acetic acid). Product: OC1=CC=C(OC=2C=NC3=CC=CC=C3C2)C=C1 (3-(4-hydroxyphenoxy)quinoline). Isolated yield 97.8%. As a reaction SMILES: C[O:2][C:3]1[CH:19]=[CH:18][C:6]([O:7][C:8]2[CH:9]=[N:10][C:11]3[C:16]([CH:17]=2)=[CH:15][CH:14]=[CH:13][CH:12]=3)=[CH:5][CH:4]=1.Br>C(O)(=O)C>[OH:2][C:3]1[CH:4]=[CH:5][C:6]([O:7][C:8]2[CH:9]=[N:10][C:11]3[C:16]([CH:17]=2)=[CH:15][CH:14]=[CH:13][CH:12]=3)=[CH:18][CH:19]=1. Reported procedure: A mixture of 3-(4-methoxyphenoxy)quinoline (2.6 g), acetic acid (20 ml) and hydrobromic acid (20 ml of 48%) was boiled under reflux for 5 hours. The solution was concentrated under reduced pressure, poured onto ice and the resultant precipitate was collected by filtration to give 3-(4-hydroxyphenoxy)quinoline as a dark brown solid (2.4 g), mp 250° C.